Dataset: the Open Reaction Database (ORD), a public repository of structured organic reaction records. Task: describe an organic reaction: reactants, conditions, products, and yield Reactants: COC(=O)c1ccc(CBr)cc1, CN(C)C=O, [H-], [Na+], C1CCOC1, O=C(O)CC(O)(CC(=O)O)C(=O)O, c1ccc(-c2cc3ccccc3[nH]2)cc1. Product: COC(=O)c1ccc(Cn2c(-c3ccccc3)cc3ccccc32)cc1. RXN SMILES: [Br:18][CH2:19][c:20]1[cH:21][cH:22][c:23]([C:24](=[O:25])[O:26][CH3:27])[cH:28][cH:29]1.[CH3:43][N:44]([CH3:45])[CH:46]=[O:47].[H-:16].[Na+:17].[O:48]1[CH2:49][CH2:50][CH2:51][CH2:52]1.[OH:30][C:31]([CH2:32][C:33]([C:34](=[O:35])[OH:36])([CH2:37][C:38](=[O:39])[OH:40])[OH:41])=[O:42].[c:1]1(-[c:7]2[nH:8][c:9]3[cH:10][cH:11][cH:12][cH:13][c:14]3[cH:15]2)[cH:2][cH:3][cH:4][cH:5][cH:6]1>>[c:1]1(-[c:7]2[n:8]([CH2:19][c:20]3[cH:21][cH:22][c:23]([C:24](=[O:25])[O:26][CH3:27])[cH:28][cH:29]3)[c:9]3[cH:10][cH:11][cH:12][cH:13][c:14]3[cH:15]2)[cH:2][cH:3][cH:4][cH:5][cH:6]1. Reactants: C(=O)(O)C1(CC1)C=1C=C2N=C(C(N(C2=CC1)C)=O)CC1=CC=C(C(=N)NO)C=C1 (4-{[6-(1-carboxy-cyclopropyl)-1-methyl-2-oxo-1,2-dihydroquinoxalin-3-yl]-methyl}-N-hydroxybenzamidine), [H][H] (hydrogen). Reagents/catalysts: [Pd] (palladium on activated charcoal). Solvent: C(C)(=O)O (acetic acid). The product is C(=O)(O)C1(CC1)C=1C=C2N=C(C(N(C2=CC1)C)=O)CC1=CC=C(C(=N)N)C=C1 (4-{[6-(1-carboxy-cyclopropyl)-1-methyl-2-oxo-1,2-dihydroquinoxalin-3-yl]-methyl}-benzamidine). RXN SMILES: [C:1]([C:4]1([C:7]2[CH:8]=[C:9]3[C:14](=[CH:15][CH:16]=2)[N:13]([CH3:17])[C:12](=[O:18])[C:11]([CH2:19][C:20]2[CH:29]=[CH:28][C:23]([C:24]([NH:26]O)=[NH:25])=[CH:22][CH:21]=2)=[N:10]3)[CH2:6][CH2:5]1)([OH:3])=[O:2].[H][H]>C(O)(=O)C.[Pd]>[C:1]([C:4]1([C:7]2[CH:8]=[C:9]3[C:14](=[CH:15][CH:16]=2)[N:13]([CH3:17])[C:12](=[O:18])[C:11]([CH2:19][C:20]2[CH:21]=[CH:22][C:23]([C:24]([NH2:26])=[NH:25])=[CH:28][CH:29]=2)=[N:10]3)[CH2:6][CH2:5]1)([OH:3])=[O:2]. Procedure: 300 mg (0.76 mmol) of 4-{[6-(1-carboxy-cyclopropyl)-1-methyl-2-oxo-1,2-dihydroquinoxalin-3-yl]-methyl}-N-hydroxybenzamidine are dissolved in 30 ml of 90% acetic acid and after the addition of 400 mg palladium on activated charcoal hydrogenated with hydrogen at 60° C. The catalyst is filtered off, the solution is evaporated down. The residue is chromatographed on silica gel and eluted with methanol. The desired fractions are evaporated down, triturated with ether, suction filtered and dried. Starting materials: [N+](=O)([O-])C1=CC=C(C(=O)N(C2=C(C=CC=C2)OCCCN2C(C=3C(C2=O)=CC=CC3)=O)C)C=C1 (4-nitro-N-methyl-N-[2-(3-phthalimidoprop-1-yloxy)phenyl]benzamide), O.NN (hydrazine hydrate). The solvent is C(C)O (ethanol). Reaction conditions: time 1 day. The product is [N+](=O)([O-])C1=CC=C(C(=O)N(C2=C(C=CC=C2)OCCCN)C)C=C1 (4-nitro-N-methyl-N-[2-(3-aminoprop-1-yloxy)phenyl]benzamide). Isolated yield 77.5%. RXN SMILES: [N+:1]([C:4]1[CH:34]=[CH:33][C:7]([C:8]([N:10]([CH3:32])[C:11]2[CH:16]=[CH:15][CH:14]=[CH:13][C:12]=2[O:17][CH2:18][CH2:19][CH2:20][N:21]2C(=O)C3=CC=CC=C3C2=O)=[O:9])=[CH:6][CH:5]=1)([O-:3])=[O:2].O.NN>C(O)C>[N+:1]([C:4]1[CH:5]=[CH:6][C:7]([C:8]([N:10]([CH3:32])[C:11]2[CH:16]=[CH:15][CH:14]=[CH:13][C:12]=2[O:17][CH2:18][CH2:19][CH2:20][NH2:21])=[O:9])=[CH:33][CH:34]=1)([O-:3])=[O:2] |f:1.2|. Procedure details: To a solution of 4-nitro-N-methyl-N-[2-(3-phthalimidoprop-1-yloxy)phenyl]benzamide (760 mg) in ethanol (15 ml) was added hydrazine hydrate (828 mg) and the solution was stirred at ambient temperature for 1 days. After evaporation in vacuo, the residue was diluted with ethyl acetate and then the organic solution was washed successively with saturated sodium bicarbonate aqueous solution and brine. Drying, filtering and removal of solvents afforded 4-nitro-N-methyl-N-[2-(3-aminoprop-1-yloxy)phenyl]... RXN SMILES: Br[C:2]1[C:3]([F:11])=[C:4]([CH:8]=[CH:9][CH:10]=1)[C:5]([OH:7])=[O:6].[N:12]1([C:18]([O:20][C:21]([CH3:24])([CH3:23])[CH3:22])=[O:19])[CH2:17][CH2:16][NH:15][CH2:14][CH2:13]1>>[C:21]([O:20][C:18]([N:12]1[CH2:17][CH2:16][N:15]([C:2]2[C:3]([F:11])=[C:4]([CH:8]=[CH:9][CH:10]=2)[C:5]([OH:7])=[O:6])[CH2:14][CH2:13]1)=[O:19])([CH3:24])([CH3:22])[CH3:23]. Reactants: BrC=1C(=C(C(=O)O)C=CC1)F (3-bromo-2-fluorobenzoic acid), N1(CCNCC1)C(=O)OC(C)(C)C (tert-butyl piperazine-1-carboxylate). Reported procedure: 3-(4-(tert-butoxycarbonyl)piperazin-1-yl)-2-fluorobenzoic acid was synthesised following the procedure in Example 2 (Step ii) using 3-bromo-2-fluorobenzoic acid and tert-butyl piperazine-1-carboxylate. The product is C(C)(C)(C)OC(=O)N1CCN(CC1)C=1C(=C(C(=O)O)C=CC1)F (3-(4-(tert-butoxycarbonyl)piperazin-1-yl)-2-fluorobenzoic acid). Starting materials: C1=CCCCC1 (cyclohexene), C(Cl)(Cl)Cl (chloroform), [OH-].[Na+] (sodium hydroxide), CCCCCCCC (n-octane). The reagents and catalysts are catalyst. The solvent is ClCCl (dichloromethane). Conditions: temperature 40 celsius. The product is ClC1(C2CCCCC21)Cl (7,7-dichloronorcarane). RXN SMILES: [CH:1]1[CH2:6][CH2:5][CH2:4][CH2:3][CH:2]=1.[CH:7](Cl)([Cl:9])[Cl:8].[OH-].[Na+].CCCCCCCC>ClCCl>[Cl:8][C:7]1([Cl:9])[CH:6]2[CH:1]1[CH2:2][CH2:3][CH2:4][CH2:5]2 |f:2.3|. Procedure: In a flask provided with a one-blade paddle mixer, a mixture of 1.64 grams of cyclohexene, 23.7 grams of chloroform, 20 milliliters of 50%w aqueous sodium hydroxide, 5 milliliters of dichloromethane, 1 milliliter of n-octane (to serve as a GLC marker) and 0.010 gram of the catalyst indicated in Table I was stirred vigorously at 40° C. Samples were taken after stirring had been started at the times indicated in Table I. Table I presents the yields of 7,7-dichloronorcarane. The selectivity to the ...